This data is from the Open Reaction Database (ORD), a public repository of structured organic reaction records. The task is: describe an organic reaction: reactants, conditions, products, and yield RXN SMILES: [C:25]([C:26]([CH3:27])([CH3:28])[CH3:29])(=[O:30])[Cl:31].[Cl:1][c:2]1[c:3]([C:8]2=[N:9][CH2:10][c:11]3[n:12]([c:21]([CH3:24])[n:22][n:23]3)-[c:13]3[c:14]2[cH:15][c:16]([CH:18]([CH3:19])[OH:20])[s:17]3)[cH:4][cH:5][cH:6][cH:7]1.[cH:32]1[cH:33][cH:34][n:35][cH:36][cH:37]1>>[Cl:1][c:2]1[c:3]([C:8]2=[N:9][CH2:10][c:11]3[n:12]([c:21]([CH3:24])[n:22][n:23]3)-[c:13]3[c:14]2[cH:15][c:16]([CH:18]([CH3:19])[O:20][C:25]([C:26]([CH3:27])([CH3:28])[CH3:29])=[O:30])[s:17]3)[cH:4][cH:5][cH:6][cH:7]1. Yields the product Cc1nnc2n1-c1sc(C(C)OC(=O)C(C)(C)C)cc1C(c1ccccc1Cl)=NC2. Starting materials: CC(C)(C)C(=O)Cl, Cc1nnc2n1-c1sc(C(C)O)cc1C(c1ccccc1Cl)=NC2, c1ccncc1. The reactants are COC([C@@]([C@@H](C1=CC=C(C=C1)O)NS(=O)(=O)C1=CC(=CC(=C1)Cl)Cl)(C([C@H]1NCCC1)=O)C)=O (N-(3,5-Dichlorobenzenesulfonyl)-2-methyl-2(S)-prolyl-3(R)-amino-3-(4-hydroxyphenyl)propionic acid methyl ester), C([O-])(O)=O.[Na+] (sodium bicarbonate), CCN(C(C)C)C(C)C (DIPEA), chlorocarbonyl-N-pyrrolidine. Run in C(Cl)Cl (methylene chloride). Run at time 1 hour. Yields the product ClC=1C=C(C=C(C1)Cl)S(=O)(=O)N[C@H]([C@H](C(=O)O)C([C@H]1NCCC1)=O)C1=CC=C(C=C1)OC(=O)N1CCCC1 (N-(3,5-Dichlorobenzenesulfonyl)-2(S)-prolyl-3(R)-amino-3-(4-(N-pyrrolidinyl-carbonyloxy)phenyl)propionic Acid). Reaction SMILES: C[O:2][C:3](=[O:33])[C@:4](C)([C:25](=[O:31])[C@@H:26]1[CH2:30][CH2:29][CH2:28][NH:27]1)[C@H:5]([NH:13][S:14]([C:17]1[CH:22]=[C:21]([Cl:23])[CH:20]=[C:19]([Cl:24])[CH:18]=1)(=[O:16])=[O:15])[C:6]1[CH:11]=[CH:10][C:9]([OH:12])=[CH:8][CH:7]=1.C[CH2:35][N:36]([CH:40]([CH3:42])C)[CH:37]([CH3:39])C.C(=O)(O)[O-:44].[Na+]>C(Cl)Cl>[Cl:24][C:19]1[CH:18]=[C:17]([S:14]([NH:13][C@@H:5]([C:6]2[CH:7]=[CH:8][C:9]([O:12][C:35]([N:36]3[CH2:37][CH2:39][CH2:42][CH2:40]3)=[O:44])=[CH:10][CH:11]=2)[C@@H:4]([C:25](=[O:31])[C@@H:26]2[CH2:30][CH2:29][CH2:28][NH:27]2)[C:3]([OH:2])=[O:33])(=[O:15])=[O:16])[CH:22]=[C:21]([Cl:23])[CH:20]=1 |f:2.3|. Procedure details: N-(3,5-Dichlorobenzenesulfonyl)-2-methyl-2(S)-prolyl-3(R)-amino-3-(4-hydroxyphenyl)propionic acid methyl ester, as prepared in Example 28, Step F (50 mg, 0.11 mmol), was dissolved in 1 mL of methylene chloride and treated sequentially at 0° with DIPEA (56 μl, 0.3 mmol) and chlorocarbonyl-N-pyrrolidine (16 mg, 0.12 mmol). The mixture was stirred for 1 hour, then worked up with saturated sodium bicarbonate, extracted with methylene chloride and dried over magnesium sulphate. The solution was filte... The reactants are C(C)C1=CC=C(C=C1)C1=NC2=C(N1)C(=CC=C2)N2CCNCC2 (2-(4-Ethyl-phenyl)-7-piperazin-1-yl-1H-benzoimidazole), BrCC1=CC(=C(C=C1)F)[N+](=O)[O-] (4-bromomethyl-1-fluoro-2-nitro-benzene), CCN(C(C)C)C(C)C (DIEA). Run in CN(C)C=O (DMF). Run at time 1 hour. Yields the product C(C)C1=CC=C(C=C1)C1=NC2=C(N1)C(=CC=C2)N2CCN(CC2)CC2=CC(=C(C=C2)F)[N+](=O)[O-] (2-(4-Ethyl-phenyl)-7-[4-(4-fluoro-3-nitro-benzyl)-piperazin-1-yl]-1H-benzoimidazole). Yield: 33.8%. Reaction SMILES: [CH2:1]([C:3]1[CH:8]=[CH:7][C:6]([C:9]2[NH:13][C:12]3[C:14]([N:18]4[CH2:23][CH2:22][NH:21][CH2:20][CH2:19]4)=[CH:15][CH:16]=[CH:17][C:11]=3[N:10]=2)=[CH:5][CH:4]=1)[CH3:2].Br[CH2:25][C:26]1[CH:31]=[CH:30][C:29]([F:32])=[C:28]([N+:33]([O-:35])=[O:34])[CH:27]=1.CCN(C(C)C)C(C)C>CN(C=O)C>[CH2:1]([C:3]1[CH:8]=[CH:7][C:6]([C:9]2[NH:13][C:12]3[C:14]([N:18]4[CH2:19][CH2:20][N:21]([CH2:25][C:26]5[CH:31]=[CH:30][C:29]([F:32])=[C:28]([N+:33]([O-:35])=[O:34])[CH:27]=5)[CH2:22][CH2:23]4)=[CH:15][CH:16]=[CH:17][C:11]=3[N:10]=2)=[CH:5][CH:4]=1)[CH3:2]. Procedure details: 2-(4-Ethyl-phenyl)-7-piperazin-1-yl-1H-benzoimidazole (200 mg, 0.65 mmol) and 4-bromomethyl-1-fluoro-2-nitro-benzene (152 mg, 0.65 mmol) were stirred together with DIEA (83 mg, 0.6.5 mmol) in DMF (4 ml) at room temperature. After 1 h, the reaction is complete and it was purified by HPLC Method E to yield the title product (100 mg (34%), 0.22 mmol). 1H NMR (DMSO-d6): δ=12.71 (s, 1H), 8.15 (m, 1H), 8.04 (d, J=8.2 Hz, 2H), 7.83 (m, 1H), 7.59 (m, 1H), 7.34 (d, J=8.2 Hz, 2H), 7.08 (m, 2H), 6.52 (dd, ...